Task: describe an organic reaction: reactants, conditions, products, and yield. Dataset: the Open Reaction Database (ORD), a public repository of structured organic reaction records Starting materials: CC1=C(C(=CC(=C1)C)C)C(O)C=1OC=CC1 ((2,4,6-trimethylphenyl)furan-2-ylmethanol), CC(=O)C (acetone), polyphosphoric acid. The solvent is O (water). Conditions: temperature 55 celsius, time 7 hour. Product: CC1=C(C(=CC(=C1)C)C)C1C(C=CC1=O)O (5-(2,4,6-trimethylphenyl)-4-hydroxycyclopent-2-enone). As a reaction SMILES: [CH3:1][C:2]1[CH:7]=[C:6]([CH3:8])[CH:5]=[C:4]([CH3:9])[C:3]=1[CH:10]([C:12]1[O:13][CH:14]=[CH:15][CH:16]=1)O.CC(C)=[O:19]>O>[CH3:9][C:4]1[CH:5]=[C:6]([CH3:8])[CH:7]=[C:2]([CH3:1])[C:3]=1[CH:10]1[C:12](=[O:19])[CH:16]=[CH:15][CH:14]1[OH:13]. Procedure: A solution of (2,4,6-trimethylphenyl)furan-2-ylmethanol (27.8 g, 129 mmol) in acetone (730 ml) and water (100 ml) is heated to 55° C. and polyphosphoric acid (2 g) is added. The mixture is stirred at 55° C. for 7 hours, then cooled to room temperature overnight. The reaction mixture is concentrated under reduced pressure to remove most of the acetone then ethyl acetate (500 ml) is added, and the reaction mixture is partitioned. The aqueous phase is extracted into ethyl acetate and the organic so...